Dataset: the Open Reaction Database (ORD), a public repository of structured organic reaction records. Task: describe an organic reaction: reactants, conditions, products, and yield Starting materials: Cc1c(C(=O)O)ccc2cc(-c3ccc4c(c3)C(C)(C)CCC4(C)C)ccc12, Cc1c(C(=O)O)cc(O)c2cc(-c3ccc4c(c3)C(C)(C)CCC4(C)C)ccc12. The product is CC1(C)CCC(C)(C)c2cc(-c3ccc4cc(C(=O)O)cc(O)c4c3)ccc21. As a reaction SMILES: [CH3:30][c:31]1[c:32]2[c:33]([cH:34][c:35](-[c:36]3[cH:37][cH:38][c:39]4[c:48]([cH:49]3)[C:45]([CH3:46])([CH3:47])[CH2:44][CH2:43][C:40]4([CH3:41])[CH3:42])[cH:50][cH:51]2)[cH:52][cH:53][c:54]1[C:55]([OH:56])=[O:57].[OH:1][c:2]1[cH:3][c:4]([C:27](=[O:28])[OH:29])[c:5]([CH3:26])[c:6]2[cH:7][cH:8][c:9](-[c:12]3[cH:13][c:14]4[c:19]([cH:20][cH:21]3)[C:18]([CH3:22])([CH3:23])[CH2:17][CH2:16][C:15]4([CH3:24])[CH3:25])[cH:10][c:11]12>>[OH:1][c:2]1[cH:3][c:4]([C:27](=[O:28])[OH:29])[cH:5][c:6]2[cH:7][cH:8][c:9](-[c:12]3[cH:13][c:14]4[c:19]([cH:20][cH:21]3)[C:18]([CH3:22])([CH3:23])[CH2:17][CH2:16][C:15]4([CH3:24])[CH3:25])[cH:10][c:11]12. The reactants are ClC1=NC=CC(=N1)C1=C(N=C(S1)C(C)(C)C)C=1C=CC(=C(C1)NS(=O)(=O)C1=C(C=CC=C1F)F)F (N-{5-[5-(2-chloro-4-pyrimidinyl)-2-(1,1-dimethylethyl)-1,3-thiazol-4-yl]-2-fluorophenyl}-2,6-difluorobenzenesulfonamide), NCCS(=O)(=O)C (2-aminoethyl-methyl-sulfone). The product is CC(C)(C)C=1SC(=C(N1)C=1C=CC(=C(C1)NS(=O)(=O)C1=C(C=CC=C1F)F)F)C1=NC(=NC=C1)NCCS(=O)(=O)C (N-{5-[2-(1,1-Dimethylethyl)-5-(2-{[2-(methylsulfonyl)ethyl]amino}-4-pyrimidinyl)-1,3-thiazol-4-yl]-2-fluorophenyl}-2,6-difluorobenzenesulfonamide), solid. Isolated yield 43.0%. RXN SMILES: Cl[C:2]1[N:7]=[C:6]([C:8]2[S:12][C:11]([C:13]([CH3:16])([CH3:15])[CH3:14])=[N:10][C:9]=2[C:17]2[CH:18]=[CH:19][C:20]([F:35])=[C:21]([NH:23][S:24]([C:27]3[C:32]([F:33])=[CH:31][CH:30]=[CH:29][C:28]=3[F:34])(=[O:26])=[O:25])[CH:22]=2)[CH:5]=[CH:4][N:3]=1.[NH2:36][CH2:37][CH2:38][S:39]([CH3:42])(=[O:41])=[O:40]>>[CH3:14][C:13]([C:11]1[S:12][C:8]([C:6]2[CH:5]=[CH:4][N:3]=[C:2]([NH:36][CH2:37][CH2:38][S:39]([CH3:42])(=[O:41])=[O:40])[N:7]=2)=[C:9]([C:17]2[CH:18]=[CH:19][C:20]([F:35])=[C:21]([NH:23][S:24]([C:27]3[C:32]([F:33])=[CH:31][CH:30]=[CH:29][C:28]=3[F:34])(=[O:26])=[O:25])[CH:22]=2)[N:10]=1)([CH3:16])[CH3:15]. Reported procedure: Following a procedure analogous to the procedure described in Example 1 using N-{5-[5-(2-chloro-4-pyrimidinyl)-2-(1,1-dimethylethyl)-1,3-thiazol-4-yl]-2-fluorophenyl}-2,6-difluorobenzenesulfonamide (0.149 g, 0.276 mmol) and 2-aminoethyl-methyl-sulfone (0.3 g, 2.4 mmol), the title compound was obtained as a white solid (75 mg, 43% yield). 1H NMR (400 MHz, DMSO-d6) δ ppm 10.95 (s, 1H), 8.14 (d, J=5.0 Hz, 1H), 7.65-7.79 (m, 1H), 7.36-7.53 (m, 3H), 7.22-7.34 (m, 3H), 6.28 (br. s., 1H), 3.60-3.75 (m,... Reactants: C(C)OC(=O)C1CN(C(O1)=O)C1=CC(=C(C=C1)N1CCC(C=C1)=O)F (3-[4-(4-oxo-3,4-dihydro-2H-pyridin-1-yl)-3-fluorophenyl]-2-oxo-5-oxazolidinecarboxylic acid ethyl ester), C(C)N (EtNH2). Run in CO (MeOH). Conditions: time 1 hour. Product: C(C)NC(=O)[C@H]1CN(C(O1)=O)C1=CC(=C(C=C1)N1CCC(C=C1)=O)F ((5R)-N-Ethyl-3-[4-(4-oxo-3,4-dihydro-1(2H)-pyridinyl)-3-fluorophenyl]-2-oxo-5-oxazolidinecarboxamide). Isolated yield 92.9%. RXN SMILES: C(O[C:4]([CH:6]1[O:10][C:9](=[O:11])[N:8]([C:12]2[CH:17]=[CH:16][C:15]([N:18]3[CH:23]=[CH:22][C:21](=[O:24])[CH2:20][CH2:19]3)=[C:14]([F:25])[CH:13]=2)[CH2:7]1)=[O:5])C.[CH2:26]([NH2:28])[CH3:27]>CO>[CH2:26]([NH:28][C:4]([C@@H:6]1[O:10][C:9](=[O:11])[N:8]([C:12]2[CH:17]=[CH:16][C:15]([N:18]3[CH:23]=[CH:22][C:21](=[O:24])[CH2:20][CH2:19]3)=[C:14]([F:25])[CH:13]=2)[CH2:7]1)=[O:5])[CH3:27]. Procedure details: To a stirred solution of 3-[4-(4-oxo-3,4-dihydro-2H-pyridin-1-yl)-3-fluorophenyl]-2-oxo-5-oxazolidinecarboxylic acid ethyl ester (EXAMPLE 69, within Step 6, 108 mg, 0.31 mmol) in MeOH (1 mL) is added EtNH2 (2 mL, 4.0 mmol, 2.0 M solution in THF). The reaction mixture is stirred for 1 h at room temperature. Solvent is removed and the residue purified by column chromatography (10% MeOH/CH2Cl2) to give the title compound as a pale yellow solid (100 mg, 93%), 1H NMR (300 MHz, DMSO) δ 8.46 (t, 1H), 7... The reactants are CNC(CCNC(C1=C(C(=C(C(=C1I)N)I)C(=O)O)I)=O)=O (N-(3-carboxy-5-amino-2,4,6-triiodobenzoyl)-β -alanine methylamide), O (H2O), C(C)(=O)Cl (acetyl chloride). Solvent: CC(=O)N(C)C (dimethylacetamide). The product is CNC(CCNC(C1=C(C(=C(C(=C1I)NC(C)=O)I)C(=O)O)I)=O)=O (N-(3-Carboxy-5-acetamido-2,4,6-triiodobenzoyl)-β-alanine Methylamide). Yield: 58.8%. Reaction SMILES: [CH3:1][NH:2][C:3](=[O:22])[CH2:4][CH2:5][NH:6][C:7](=[O:21])[C:8]1[C:13]([I:14])=[C:12]([NH2:15])[C:11]([I:16])=[C:10]([C:17]([OH:19])=[O:18])[C:9]=1[I:20].O.[C:24](Cl)(=[O:26])[CH3:25]>CC(N(C)C)=O>[CH3:1][NH:2][C:3](=[O:22])[CH2:4][CH2:5][NH:6][C:7](=[O:21])[C:8]1[C:13]([I:14])=[C:12]([NH:15][C:24](=[O:26])[CH3:25])[C:11]([I:16])=[C:10]([C:17]([OH:19])=[O:18])[C:9]=1[I:20]. Procedure: 99.5 g. (0.15 mole) of N-(3-carboxy-5-amino-2,4,6-triiodobenzoyl)-β -alanine methylamide . 1.1 H2O (IVf), m.p. 250°-252° C. (decomposition) in 190 ml. of dimethylacetamide yield, after reaction with 40.0 ml. of acetyl chloride analogously to Example 1, 60.4 g. (58.8%) of the desired compound. A sample for analysis is purified in alcohol by way of the dimethylammonium salt; m.p. 288°-289° C. (under decomposition). The reactants are COC1=C(C(=C(C=C1)C=O)C(=O)O)OC (opianic acid), N[C@H](C(C)(C)S)C(=O)O (D-penicillamine). Solvent: O (water). Reaction conditions: temperature 60 celsius, time 8 hour. Product: COC=1C(=C(C=CC1OC)C1SC([C@@H](N1)C(=O)O)(C)C)C(=O)O (2-(3,4-Dimethoxy-2-carboxyphenyl)-5,5-dimethylthiazolidine-4(S)-carboxylic acid). RXN SMILES: [CH3:1][O:2][C:3]1[CH:8]=[CH:7][C:6]([CH:9]=O)=[C:5]([C:11]([OH:13])=[O:12])[C:4]=1[O:14][CH3:15].[NH2:16][C@@H:17]([C:22]([OH:24])=[O:23])[C:18]([SH:21])([CH3:20])[CH3:19]>O>[CH3:15][O:14][C:4]1[C:5]([C:11]([OH:13])=[O:12])=[C:6]([CH:9]2[NH:16][C@@H:17]([C:22]([OH:24])=[O:23])[C:18]([CH3:20])([CH3:19])[S:21]2)[CH:7]=[CH:8][C:3]=1[O:2][CH3:1]. Procedure: 2.1 g (10 mmoles) of opianic acid are dissolved in 30 ml of hot water and the solution is cooled to about 60° C. After adding 1.5 g (10 mmoles) of D-penicillamine, an oily product separates from the opalescent solution which becomes crystalline after standing overnight. The title acid is obtained in a yield of 2.75 g (80.5%) and can be recrystallized from methanol by adding water, m.p.: 90°-91° C., [α]D20 =+326° (c=0.772, methanol).